Dataset: the Open Reaction Database (ORD), a public repository of structured organic reaction records. Task: describe an organic reaction: reactants, conditions, products, and yield The reactants are CC(C(=O)Cl)(CC1=CC=CC=C1)C (2,2-Dimethyl-3-phenylpropanoyl chloride), NC1=CC(=C(C=C1OC)C1=NN(C2=NC=NC(=C21)N)[C@@H]2CC[C@H](CC2)N2CCN(CC2)C)F (trans-3-(4-amino-2-fluoro-5-methoxyphenyl)-1-[4-(4-methylpiperazino)cyclohexyl]-1H-pyrazolo[3,4-d]pyrimidin-4-amine). The solvent is N1=CC=CC=C1 (pyridine). Reaction conditions: time 5 hour. The product is NC1=C2C(=NC=N1)N(N=C2C2=CC(=C(C=C2F)NC(C(CC2=CC=CC=C2)(C)C)=O)OC)[C@@H]2CC[C@H](CC2)N2CCN(CC2)C (trans-N1-(4-{4-amino-1-[4-(4-methylpiperazino)cyclohexyl]-1H-pyrazolo[3,4-d]pyrimidin-3-yl}-5-fluoro-2-methoxyphenyl)-2,2-dimethyl-3-phenylpropanamide). Yield: 20.3%. As a reaction SMILES: [CH3:1][C:2]([CH3:13])([CH2:6][C:7]1[CH:12]=[CH:11][CH:10]=[CH:9][CH:8]=1)[C:3](Cl)=[O:4].[NH2:14][C:15]1[C:20]([O:21][CH3:22])=[CH:19][C:18]([C:23]2[C:31]3[C:26](=[N:27][CH:28]=[N:29][C:30]=3[NH2:32])[N:25]([C@H:33]3[CH2:38][CH2:37][C@H:36]([N:39]4[CH2:44][CH2:43][N:42]([CH3:45])[CH2:41][CH2:40]4)[CH2:35][CH2:34]3)[N:24]=2)=[C:17]([F:46])[CH:16]=1>N1C=CC=CC=1>[NH2:32][C:30]1[N:29]=[CH:28][N:27]=[C:26]2[N:25]([C@H:33]3[CH2:38][CH2:37][C@H:36]([N:39]4[CH2:44][CH2:43][N:42]([CH3:45])[CH2:41][CH2:40]4)[CH2:35][CH2:34]3)[N:24]=[C:23]([C:18]3[C:17]([F:46])=[CH:16][C:15]([NH:14][C:3](=[O:4])[C:2]([CH3:13])([CH3:1])[CH2:6][C:7]4[CH:12]=[CH:11][CH:10]=[CH:9][CH:8]=4)=[C:20]([O:21][CH3:22])[CH:19]=3)[C:31]=12. Procedure details: 2,2-Dimethyl-3-phenylpropanoyl chloride (52 mg, 0.264 mmol) was added to a solution of trans-3-(4-amino-2-fluoro-5-methoxyphenyl)-1-[4-(4-methylpiperazino)cyclohexyl]-1H-pyrazolo[3,4-d]pyrimidin-4-amine (80 mg, 0.176 mmol) in pyridine (1.5 mL). After 5 hours, the solvent was evaporated and the residue was first purified by flash column chromatography chromatography using dichloromethane/methanol (95:5 to 85:15) as mobile phase then by preparatory LC/MS to give trans-N1-(4-{4-amino-1-[4-(4-methyl... The product is COC(=O)NN=C1CCCCC1Cc1ccccc1. Reactants: O=C1CCCCC1Cc1ccccc1, COC(=O)NN, CCO. As a reaction SMILES: [CH2:1]([c:2]1[cH:3][cH:4][cH:5][cH:6][cH:7]1)[CH:8]1[C:9](=[O:14])[CH2:10][CH2:11][CH2:12][CH2:13]1.[CH3:15][O:16][C:17](=[O:18])[NH:19][NH2:20].[CH3:21][CH2:22][OH:23]>>[CH2:1]([c:2]1[cH:3][cH:4][cH:5][cH:6][cH:7]1)[CH:8]1[C:9](=[N:20][NH:19][C:17]([O:16][CH3:15])=[O:18])[CH2:10][CH2:11][CH2:12][CH2:13]1. Starting materials: Cl.C1(CC1)CN(C=1C(=NN2C1C=CC=C2I)CC)CC2CCOCC2 (N-cyclopropylmethyl-2-ethyl-7-iodo-N-(tetrahydro-2H-pyran-4-ylmethyl)pyrazolo[1,5-a]pyridine-3-amine hydrochloride), O.C([O-])(O)=O.[Na+] (sodium bicarbonate water). The solvent is C(C)(=O)OCC (ethyl acetate). Conditions: time 8 hour. The product is C1(CC1)CN(C=1C(=NN2C1C=CC=C2I)CC)CC2CCOCC2 (N-Cyclopropylmethyl-2-ethyl-7-iodo-N-(tetrahydro-2H-pyran-4-ylmethyl)pyrazolo[1,5-a]pyridine-3-amine). The yield is 88.0%. RXN SMILES: Cl.[CH:2]1([CH2:5][N:6]([CH2:19][CH:20]2[CH2:25][CH2:24][O:23][CH2:22][CH2:21]2)[C:7]2[C:8]([CH2:17][CH3:18])=[N:9][N:10]3[C:15]([I:16])=[CH:14][CH:13]=[CH:12][C:11]=23)[CH2:4][CH2:3]1.O.C(=O)(O)[O-].[Na+]>C(OCC)(=O)C>[CH:2]1([CH2:5][N:6]([CH2:19][CH:20]2[CH2:21][CH2:22][O:23][CH2:24][CH2:25]2)[C:7]2[C:8]([CH2:17][CH3:18])=[N:9][N:10]3[C:15]([I:16])=[CH:14][CH:13]=[CH:12][C:11]=23)[CH2:4][CH2:3]1 |f:0.1,2.3.4|. Procedure details: To N-cyclopropylmethyl-2-ethyl-7-iodo-N-(tetrahydro-2H-pyran-4-ylmethyl)pyrazolo[1,5-a]pyridine-3-amine hydrochloride (16 g) was added saturated sodium bicarbonate water (200 mL) to give neutrality. Then, ethyl acetate (100 mL) was added to this, and an organic layer was separated. From the organic layer, the solvent was distilled off under reduced pressure. Into the resulting residue was dropped acetonitrile (30 mL) and water (120 mL), the mixture was stirred overnight, and the resulting precip... The reactants are NC1=CC(=C(OC2=CC=NC=3NC(N(CC32)CC3=CC=C(C=C3)OC)=O)C=C1)F (5-(4-amino-2-fluorophenoxy)-3-(4-methoxybenzyl)-3,4-dihydropyrido[2,3-d]pyrimidin-2(1H)-one), CCN(C(C)C)C(C)C (DIEA), ClC=1C=C(C=CC1)N=C=O (3-chlorophenyl isocyanate). Solvent: O1CCOCC1 (dioxane). Reaction conditions: time 8 hour. Yields the product ClC=1C=C(C=CC1)NC(=O)NC1=CC(=C(C=C1)OC1=CC=NC=2NC(N(CC21)CC2=CC=C(C=C2)OC)=O)F (N-(3-chlorophenyl)-N′-(3-fluoro-4-{[3-(4-methoxybenzyl)-2-oxo-1,2,3,4-tetrahydropyrido[2,3-d]pyrimidin-5-yl]oxy}phenyl)urea). As a reaction SMILES: [NH2:1][C:2]1[CH:28]=[CH:27][C:5]([O:6][C:7]2[C:16]3[CH2:15][N:14]([CH2:17][C:18]4[CH:23]=[CH:22][C:21]([O:24][CH3:25])=[CH:20][CH:19]=4)[C:13](=[O:26])[NH:12][C:11]=3[N:10]=[CH:9][CH:8]=2)=[C:4]([F:29])[CH:3]=1.CCN(C(C)C)C(C)C.[Cl:39][C:40]1[CH:41]=[C:42]([N:46]=[C:47]=[O:48])[CH:43]=[CH:44][CH:45]=1>O1CCOCC1>[Cl:39][C:40]1[CH:41]=[C:42]([NH:46][C:47]([NH:1][C:2]2[CH:28]=[CH:27][C:5]([O:6][C:7]3[C:16]4[CH2:15][N:14]([CH2:17][C:18]5[CH:23]=[CH:22][C:21]([O:24][CH3:25])=[CH:20][CH:19]=5)[C:13](=[O:26])[NH:12][C:11]=4[N:10]=[CH:9][CH:8]=3)=[C:4]([F:29])[CH:3]=2)=[O:48])[CH:43]=[CH:44][CH:45]=1. Procedure details: 57 (20 mg, 0.05 mmol), DIEA (304, 0.15 mmol), and 3-chlorophenyl isocyanate (9.4 mg, 0.06 mmol) were suspended in dioxane (2 mL), and stirred overnight at room temperature. The crude product was purified directly via HPLC. LC-MS (M+H=548, obsd.=548). Reactants: ClC1=C(C=CC=C1)CC(=O)Cl (2-chlorophenylacetyl chloride), ClC1=CC=C(CN2NCC(NC2=O)=O)C=C1 (2-(4'-chlorobenzyl)-hexahydro-1,2,4-triazine-3,5-dione). Solvent: C1=CC=CC=C1 (benzene). Product: ClC1=C(C=CC=C1)CC(=O)N1N(C(NC(C1)=O)=O)CC1=CC=C(C=C1)Cl (1-(2'-chlorophenylacetyl)-2-(4'-chlorobenzyl)-hexahydro-1,2,4-triazine-3,5-dione). Yield: 18.3%. Reaction SMILES: [Cl:1][C:2]1[CH:7]=[CH:6][CH:5]=[CH:4][C:3]=1[CH2:8][C:9](Cl)=[O:10].[Cl:12][C:13]1[CH:27]=[CH:26][C:16]([CH2:17][N:18]2[C:23](=[O:24])[NH:22][C:21](=[O:25])[CH2:20][NH:19]2)=[CH:15][CH:14]=1>C1C=CC=CC=1>[Cl:1][C:2]1[CH:7]=[CH:6][CH:5]=[CH:4][C:3]=1[CH2:8][C:9]([N:19]1[CH2:20][C:21](=[O:25])[NH:22][C:23](=[O:24])[N:18]1[CH2:17][C:16]1[CH:26]=[CH:27][C:13]([Cl:12])=[CH:14][CH:15]=1)=[O:10]. Reported procedure: Into a 100 ml round bottomed flask fitted with a reflux condenser sealed with a calcium chloride tube and a magnetic stirrer, were placed 55 g of 2-chlorophenylacetyl chloride and 20 ml of dry benzene. Stirring was commenced and 1 g of 2-(4'-chlorobenzyl)-hexahydro-1,2,4-triazine-3,5-dione was added in one portion and the mixture was stirred and refluxed for 8 hours. The mixture was then cooled and the precipitated crystals were filtered off and recrystallized from isopropanol to yield 0.3 g of ... Product: Cl, CCOC(=O)C1(Cc2cccc(CNS(C)(=O)=O)c2)CCNCC1. RXN SMILES: [C:1]([O:2][C:3](=[O:4])[N:8]1[CH2:9][CH2:10][C:11]([C:14](=[O:15])[O:16][CH2:17][CH3:18])([CH2:19][c:20]2[cH:21][c:22]([CH2:26][NH:27][S:28](=[O:29])(=[O:30])[CH3:31])[cH:23][cH:24][cH:25]2)[CH2:12][CH2:13]1)([CH3:5])([CH3:6])[CH3:7].[Cl:33][CH2:34][Cl:35].[ClH:32]>>[ClH:32].[NH:8]1[CH2:9][CH2:10][C:11]([C:14](=[O:15])[O:16][CH2:17][CH3:18])([CH2:19][c:20]2[cH:21][c:22]([CH2:26][NH:27][S:28](=[O:29])(=[O:30])[CH3:31])[cH:23][cH:24][cH:25]2)[CH2:12][CH2:13]1. Starting materials: CCOC(=O)C1(Cc2cccc(CNS(C)(=O)=O)c2)CCN(C(=O)OC(C)(C)C)CC1, ClCCl, Cl. Starting materials: CC(=O)O, ClCCCl, CCOC(C)=O, O=CC1CC1, O=C(Cc1cc(F)cc(F)c1)NCC1(c2ccc(I)cc2)CCNCC1. Product: O=C(Cc1cc(F)cc(F)c1)NCC1(c2ccc(I)cc2)CCN(CC2CC2)CC1. As a reaction SMILES: [C:32]([OH:33])(=[O:34])[CH3:35].[CH2:36]([Cl:37])[CH2:38][Cl:39].[CH3:40][CH2:41][O:42][C:43]([CH3:44])=[O:45].[CH:27]1([CH:30]=[O:31])[CH2:28][CH2:29]1.[F:1][c:2]1[cH:3][c:4]([CH2:9][C:10](=[O:11])[NH:12][CH2:13][C:14]2([c:20]3[cH:21][cH:22][c:23]([I:26])[cH:24][cH:25]3)[CH2:15][CH2:16][NH:17][CH2:18][CH2:19]2)[cH:5][c:6]([F:8])[cH:7]1>>[F:1][c:2]1[cH:3][c:4]([CH2:9][C:10](=[O:11])[NH:12][CH2:13][C:14]2([c:20]3[cH:21][cH:22][c:23]([I:26])[cH:24][cH:25]3)[CH2:15][CH2:16][N:17]([CH2:30][CH:27]3[CH2:28][CH2:29]3)[CH2:18][CH2:19]2)[cH:5][c:6]([F:8])[cH:7]1. Starting materials: C(CCC)N1CC(CCC1)C (1-butyl-3-methylpiperidine), CI (methyl iodide). Product: [I-].C(CCC)[N+]1(CC(CCC1)C)C (1-butyl-1-methyl-3-methylpiperidinium iodide). As a reaction SMILES: [CH2:1]([N:5]1[CH2:10][CH2:9][CH2:8][CH:7]([CH3:11])[CH2:6]1)[CH2:2][CH2:3][CH3:4].[CH3:12][I:13]>>[I-:13].[CH2:1]([N+:5]1([CH3:12])[CH2:10][CH2:9][CH2:8][CH:7]([CH3:11])[CH2:6]1)[CH2:2][CH2:3][CH3:4] |f:2.3|. Procedure: Following this, a second N-substitution was carried out on the 1-butyl-3-methylpiperidine using methyl iodide as an N-alkylating agent to form 1-butyl-1-methyl-3-methylpiperidinium iodide. A slight excess of methyl iodide was added dropwise to 1-butyl-3-methylpiperidine in dichloromethane keeping the temperature below 20° C. by an ice-water bath. The reaction mixture was then allowed to warm to room temperature and stirred until complete conversion of amine (as determined using 1H nmr). Diethyl ... Product: ClC1=C(C=2[C@H]3[C@@H](N(C2C=C1)CC(=O)NC1=C(C(=CC=C1)C)C)CCN(CC3)C(=O)OC(C)(C)C)Cl (tert-butyl (5aS*,10bS*)-9,10-dichloro-6-{2-[(2,3-dimethylphenyl)amino]-2-oxoethyl }-1,4,5,5a,6,10b-hexahydroazepino[4,5-b]indole-3(2H)-carboxylate). Run in C1CCOC1 (THF). Run at temperature 50 celsius. RXN SMILES: CCOC1N(C(OCC)=O)C2C(=CC=CC=2)C=C1.[CH3:19][C:20]1[C:26]([CH3:27])=[CH:25][CH:24]=[CH:23][C:21]=1[NH2:22].[C:28]([O:32][C:33]([N:35]1[CH2:48][CH2:47][C@@H:46]2[C@@H:38]([N:39]([CH2:51][C:52](O)=[O:53])[C:40]3[CH:41]=[CH:42][C:43]([Cl:50])=[C:44]([Cl:49])[C:45]=32)[CH2:37][CH2:36]1)=[O:34])([CH3:31])([CH3:30])[CH3:29]>C1COCC1>[Cl:50][C:43]1[CH:42]=[CH:41][C:40]2[N:39]([CH2:51][C:52]([NH:22][C:21]3[CH:23]=[CH:24][CH:25]=[C:26]([CH3:27])[C:20]=3[CH3:19])=[O:53])[C@H:38]3[CH2:37][CH2:36][N:35]([C:33]([O:32][C:28]([CH3:30])([CH3:29])[CH3:31])=[O:34])[CH2:48][CH2:47][C@H:46]3[C:45]=2[C:44]=1[Cl:49]. Procedure: EEDQ (0.57 g, 2.3 mmol) and 2,3-dimethylaniline (0.28 g, 2.3 mmol) were added to a solution of [3-(tert-butoxycarbonyl) (5aS*,10bS*)-9,10-dichloro-2,3,4,5,5a,10b-hexahydroazepino[4,5-b]indol-6(1H)-yl]acetic acid (0.80 g, 1.9 mmol) in THF (20 mL). The reaction was heated to 50° C., cooled to rt after 6 h, and concentrated. The crude product was purified via column chromatography (Biotage, 40 M) with CH2Cl2/MeOH (99: 1) followed by crystallization from EtOAc/heptane to give a white solid: mp 145.5... Reactants: CCOC1C=CC2=CC=CC=C2N1C(=O)OCC (EEDQ), CC1=C(N)C=CC=C1C (2,3-dimethylaniline), C(C)(C)(C)OC(=O)N1CC[C@@H]2N(C=3C=CC(=C(C3[C@@H]2CC1)Cl)Cl)CC(=O)O ([3-(tert-butoxycarbonyl) (5aS*,10bS*)-9,10-dichloro-2,3,4,5,5a,10b-hexahydroazepino[4,5-b]indol-6(1H)-yl]acetic acid). Reactants: [Br-], CCCCCCCCCCCCCCCC[N+](C)(C)C, CN1CCCC1=O, O=S1(=O)N=C(Cl)Nc2cc(Cl)sc21, [F-], [K+]. Yields the product O=S1(=O)N=C(F)Nc2cc(Cl)sc21. Reaction SMILES: [Br-:16].[CH2:17]([N+:18]([CH3:19])([CH3:20])[CH3:21])[CH2:22][CH2:23][CH2:24][CH2:25][CH2:26][CH2:27][CH2:28][CH2:29][CH2:30][CH2:31][CH2:32][CH2:33][CH2:34][CH2:35][CH3:36].[CH3:37][N:38]1[CH2:39][CH2:40][CH2:41][C:42]1=[O:43].[Cl:1][C:2]1=[N:3][S:4](=[O:12])(=[O:13])[c:5]2[c:6]([cH:8][c:9]([Cl:11])[s:10]2)[NH:7]1.[F-:14].[K+:15]>>[C:2]1([F:14])=[N:3][S:4](=[O:12])(=[O:13])[c:5]2[c:6]([cH:8][c:9]([Cl:11])[s:10]2)[NH:7]1.